This data is from the Open Reaction Database (ORD), a public repository of structured organic reaction records. The task is: describe an organic reaction: reactants, conditions, products, and yield Reactants: CC(C)(C)[Si](C)(C)OCCn1ccc(NC(=O)C(CC2CCOC2)c2ccc(S(C)(=O)=O)c(Cl)c2)n1, CCO, Cl. Product: CS(=O)(=O)c1ccc(C(CC2CCOC2)C(=O)Nc2ccn(CCO)n2)cc1Cl. Reaction SMILES: [C:1]([Si:2]([CH3:3])([CH3:4])[O:6][CH2:7][CH2:8][n:9]1[n:10][c:11]([NH:14][C:15]([CH:16]([CH2:17][CH:18]2[CH2:19][O:20][CH2:21][CH2:22]2)[c:23]2[cH:24][c:25]([Cl:33])[c:26]([S:29](=[O:30])(=[O:31])[CH3:32])[cH:27][cH:28]2)=[O:34])[cH:12][cH:13]1)([CH3:5])([CH3:35])[CH3:36].[CH3:38][CH2:39][OH:40].[ClH:37]>>[OH:6][CH2:7][CH2:8][n:9]1[n:10][c:11]([NH:14][C:15]([CH:16]([CH2:17][CH:18]2[CH2:19][O:20][CH2:21][CH2:22]2)[c:23]2[cH:24][c:25]([Cl:33])[c:26]([S:29](=[O:30])(=[O:31])[CH3:32])[cH:27][cH:28]2)=[O:34])[cH:12][cH:13]1. Starting materials: O=C([O-])[O-], Cc1cc(Nc2cccc(O)c2)c2ccccc2n1, CC(C)=O, ClCCBr, [K+], [K+]. Yields the product Cc1cc(Nc2cccc(OCCCl)c2)c2ccccc2n1. RXN SMILES: [C:24](=[O:25])([O-:26])[O-:27].[CH3:1][c:2]1[n:3][c:4]2[cH:5][cH:6][cH:7][cH:8][c:9]2[c:10]([NH:12][c:13]2[cH:14][c:15]([OH:19])[cH:16][cH:17][cH:18]2)[cH:11]1.[CH3:30][C:31](=[O:32])[CH3:33].[Cl:20][CH2:21][CH2:22][Br:23].[K+:28].[K+:29]>>[CH3:1][c:2]1[n:3][c:4]2[cH:5][cH:6][cH:7][cH:8][c:9]2[c:10]([NH:12][c:13]2[cH:14][c:15]([O:19][CH2:22][CH2:21][Cl:20])[cH:16][cH:17][cH:18]2)[cH:11]1. Reactants: FC=1C=CC(=C(C1)C(CC1(OC1)C(F)(F)F)(C)C)OC (racemic 2-{2-[5-fluoro-2-(methyloxy)phenyl]-2-methylpropyl}-2-(trifluoromethyl)oxirane), CC=1C=C(C=2C=NN(C2C1)C1=CC=CC=C1)N (6-methyl-1-phenyl-1H-indazol-4-amine), CC=1C=C(C=2C=NN(C2C1)C1=CC=CC=C1)N (6-methyl-1-phenyl-1H-indazol-4-amine). The product is FC(C(CC(C)(C)C1=C(C=CC(=C1)F)OC)(O)CNC1=C2C=NN(C2=CC(=C1)C)C1=CC=CC=C1)(F)F (1,1,1-Trifluoro-4-[5-fluoro-2-(methyloxy)phenyl]-4-methyl-2-{[(6-methyl-1-phenyl-1H-indazol-4-yl)amino]methyl}-2-pentanol). Reaction SMILES: [F:1][C:2]1[CH:3]=[CH:4][C:5]([O:19][CH3:20])=[C:6]([C:8]([CH3:18])([CH3:17])[CH2:9][C:10]2([C:13]([F:16])([F:15])[F:14])[CH2:12][O:11]2)[CH:7]=1.[CH3:21][C:22]1[CH:23]=[C:24]([NH2:37])[C:25]2[CH:26]=[N:27][N:28]([C:31]3[CH:36]=[CH:35][CH:34]=[CH:33][CH:32]=3)[C:29]=2[CH:30]=1>>[F:14][C:13]([F:16])([F:15])[C:10]([CH2:12][NH:37][C:24]1[CH:23]=[C:22]([CH3:21])[CH:30]=[C:29]2[C:25]=1[CH:26]=[N:27][N:28]2[C:31]1[CH:32]=[CH:33][CH:34]=[CH:35][CH:36]=1)([OH:11])[CH2:9][C:8]([C:6]1[CH:7]=[C:2]([F:1])[CH:3]=[CH:4][C:5]=1[O:19][CH3:20])([CH3:18])[CH3:17]. Procedure: Prepared similarly to Example 14 from racemic 2-{2-[5-fluoro-2-(methyloxy)phenyl]-2-methylpropyl}-2-(trifluoromethyl)oxirane (which may be prepared according to WO 04/063163) and 6-methyl-1-phenyl-1H-indazol-4-amine (Intermediate 10). Starting materials: Cl (hydrochloric acid), C(C)(C)(C)OC(=O)N1CCN(CC1)C=1C=CC=2N(N1)C(=CN2)Br (4-(3-bromo-imidazo[1,2-b]pyridazin-6-yl)-piperazine-1-carboxylic acid tert-butyl ester). The solvent is CO (methanol). Conditions: time 8 hour. Product: Cl.Cl.BrC1=CN=C2N1N=C(C=C2)N2CCNCC2 (3-Bromo-6-piperazin-1-yl-imidazo[1,2-b]pyridazine dihydrochloride). Reaction SMILES: [ClH:1].C(OC([N:9]1[CH2:14][CH2:13][N:12]([C:15]2[CH:16]=[CH:17][C:18]3[N:19]([C:21]([Br:24])=[CH:22][N:23]=3)[N:20]=2)[CH2:11][CH2:10]1)=O)(C)(C)C>CO>[ClH:1].[ClH:1].[Br:24][C:21]1[N:19]2[N:20]=[C:15]([N:12]3[CH2:11][CH2:10][NH:9][CH2:14][CH2:13]3)[CH:16]=[CH:17][C:18]2=[N:23][CH:22]=1 |f:3.4.5|. Procedure: Concentrated hydrochloric acid (6.4 mL) was added to a solution of 4-(3-bromo-imidazo[1,2-b]pyridazin-6-yl)-piperazine-1-carboxylic acid tert-butyl ester 2.9 g, 7.6 mmol) in methanol (150 mL), allowed to stir at ambient temperature overnight, then evaporated to dryness. The resultant yellow solid was dissolved in methanol and the stirred solution diluted with diethyl ether to precipitate 3-bromo-6-piperazin-1-yl-imidazo[1,2-b]pyridazine dihydrochloride as 2.6 g of white powder, mp. 275-276° C. (... Starting materials: N1(CCOCC1)C=1N=C2N(C(C1)=O)CC[C@H](N2)C(F)(F)F ((8S)-2-morpholin-4-yl-8-trifluoromethyl-6,7,8,9-tetrahydropyrimido[1,2-a]pyrimidin-4-one), [H-].[Na+] (sodium hydride), FC1=C(C(=O)Cl)C=CC(=C1)F (2,4-difluorobenzoyl chloride), C(Cl)Cl.CO (CH2Cl2 MeOH). Run in O1CCCC1 (tetrahydrofuran). Product: FC1=C(C=CC(=C1)F)C(=O)N1[C@@H](CCN2C1=NC(=CC2=O)N2CCOCC2)C(F)(F)F ((8S)-9-[(2,4-difluorophenyl)carbonyl]-2-(morpholin-4-yl)-8-(trifluoromethyl)-6,7,8,9-tetra-hydro-4 H-pyrimido[1,2-a]pyrimidin-4-one). The yield is 5.5%. RXN SMILES: [N:1]1([C:7]2[N:8]=[C:9]3[NH:17][C@H:16]([C:18]([F:21])([F:20])[F:19])[CH2:15][CH2:14][N:10]3[C:11](=[O:13])[CH:12]=2)[CH2:6][CH2:5][O:4][CH2:3][CH2:2]1.[H-].[Na+].[F:24][C:25]1[CH:33]=[C:32]([F:34])[CH:31]=[CH:30][C:26]=1[C:27](Cl)=[O:28].C(Cl)Cl.CO>O1CCCC1>[F:24][C:25]1[CH:33]=[C:32]([F:34])[CH:31]=[CH:30][C:26]=1[C:27]([N:17]1[C:9]2=[N:8][C:7]([N:1]3[CH2:6][CH2:5][O:4][CH2:3][CH2:2]3)=[CH:12][C:11](=[O:13])[N:10]2[CH2:14][CH2:15][C@H:16]1[C:18]([F:20])([F:21])[F:19])=[O:28] |f:1.2,4.5|. Reported procedure: The product is prepared according to the procedure described in Example 18, using 300 mg of (8S)-2-morpholin-4-yl-8-trifluoromethyl-6,7,8,9-tetrahydropyrimido[1,2-a]pyrimidin-4-one (Example 1e), 47 mg of sodium hydride and 174 mg of 2,4-difluorobenzoyl chloride in 4 ml of tetrahydrofuran. After two successive purifications by silica chromatography (eluent: CH2Cl2/MeOH, gradient of 100/0 to 98/02 then 99/01), 24 mg of (8S)-9-[(2,4-difluorophenyl)carbonyl]-2-(morpholin-4-yl)-8-(trifluoromethyl)-6,... Starting materials: COC=1C(=CC2=C(C=C(CCS2)C(=O)N2CCN(CC2)C(C2=CC(=C(C(=C2)OC)OC)OC)=O)C1)OC (1-(7,8-dimethoxy-2,3-dihydro-1-benzothiepin-4-carbonyl)-4-(3,4,5-trimethoxybenzoyl)piperazine), I(=O)(=O)(=O)[O-].[Na+] (sodium periodate). Run in CO (methanol), O (water). Conditions: time 48 hour. Product: COC=1C(=CC2=C(C=C(CCS2=O)C(=O)N2CCN(CC2)C(C2=CC(=C(C(=C2)OC)OC)OC)=O)C1)OC (1-(7,8-dimethoxy-1-oxo-2,3-dihydro1-benzothiepin-4-carbonyl)-4-(3,4,5-trimethoxybenzoyl)piperazine). Yield: 78.9%. As a reaction SMILES: [CH3:1][O:2][C:3]1[C:4]([O:36][CH3:37])=[CH:5][C:6]2[S:12][CH2:11][CH2:10][C:9]([C:13]([N:15]3[CH2:20][CH2:19][N:18]([C:21](=[O:34])[C:22]4[CH:27]=[C:26]([O:28][CH3:29])[C:25]([O:30][CH3:31])=[C:24]([O:32][CH3:33])[CH:23]=4)[CH2:17][CH2:16]3)=[O:14])=[CH:8][C:7]=2[CH:35]=1.I([O-])(=O)(=O)=[O:39].[Na+]>CO.O>[CH3:1][O:2][C:3]1[C:4]([O:36][CH3:37])=[CH:5][C:6]2[S:12](=[O:39])[CH2:11][CH2:10][C:9]([C:13]([N:15]3[CH2:20][CH2:19][N:18]([C:21](=[O:34])[C:22]4[CH:27]=[C:26]([O:28][CH3:29])[C:25]([O:30][CH3:31])=[C:24]([O:32][CH3:33])[CH:23]=4)[CH2:17][CH2:16]3)=[O:14])=[CH:8][C:7]=2[CH:35]=1 |f:1.2|. Procedure details: In methanol (10 ml) is dissolved 1-(7,8-dimethoxy-2,3-dihydro-1-benzothiepin-4-carbonyl)-4-(3,4,5-trimethoxybenzoyl)piperazine (1.6 g) obtained in Working Example 24. To the solution is added dropwise, while stirring under ice-cooling, a solution of sodium periodate (960 mg) in water (1 ml). The mixture is stirred for one hour under ice-cooling, and left standing for 48 hours at -5° C. Resultant precipitates are filtered off. To the filtrate is added water, followed by extraction with methylene ...